From a dataset of the Open Reaction Database (ORD), a public repository of structured organic reaction records. describe an organic reaction: reactants, conditions, products, and yield Reactants: C(C)(C)(C)OC(=O)NC=1C=CC(=NC1)C(=O)OCC (ethyl 5-(tert-butoxycarbonylamino)picolinate), [H-].[H-].[H-].[H-].[Li+].[Al+3] (LiAlH4). Solvent: C(C)OCC (ethyl ether), C(C)OCC (ethyl ether). Reaction conditions: temperature 0 celsius, time 3 hour. Yields the product OCC1=CC=C(C=N1)NC(OC(C)(C)C)=O (tert-butyl 6-(hydroxymethyl)pyridin-3-ylcarbamate). Yield: 78.0%. Reaction SMILES: [C:1]([O:5][C:6]([NH:8][C:9]1[CH:10]=[CH:11][C:12]([C:15](OCC)=[O:16])=[N:13][CH:14]=1)=[O:7])([CH3:4])([CH3:3])[CH3:2].[H-].[H-].[H-].[H-].[Li+].[Al+3]>C(OCC)C>[OH:16][CH2:15][C:12]1[N:13]=[CH:14][C:9]([NH:8][C:6](=[O:7])[O:5][C:1]([CH3:3])([CH3:2])[CH3:4])=[CH:10][CH:11]=1 |f:1.2.3.4.5.6|. Procedure details: To a stirred solution of ethyl 5-(tert-butoxycarbonylamino)picolinate (112; 8.9 g, 24.0 mmol) in ethyl ether (200 mL) was added LiAlH4 (1.80 g, 48 mmol) in ethyl ether (100 mL) over a period of 30 min at 0° C. The resulting reaction mixture was stirred at 0° C. for 3 h and then carefully quenched by carefully adding water (1.0 mL) and 10% NaOH solution (2.0 mL). The mixture was filtered; the filtrate was dried (Na2SO4) and concentrated under reduced pressure to afford tert-butyl 6-(hydroxymethyl... Reaction SMILES: [Cl+3:27]([O-:28])([O-:29])([O-:30])[O-:31].[Li+:32].[NH2:19][c:20]1[cH:21][cH:22][cH:23][c:24]([F:25])[cH:26]1.[O:1]1[CH2:2][C:3]12[CH2:4][CH2:5][N:6]([C:9](=[O:10])[O:11][CH2:12][c:13]1[cH:14][cH:15][cH:16][cH:17][cH:18]1)[CH2:7][CH2:8]2>>[OH:1][C:3]1([CH2:2][NH:19][c:20]2[cH:21][cH:22][cH:23][c:24]([F:25])[cH:26]2)[CH2:4][CH2:5][N:6]([C:9](=[O:10])[O:11][CH2:12][c:13]2[cH:14][cH:15][cH:16][cH:17][cH:18]2)[CH2:7][CH2:8]1. Reactants: [O-][Cl+3]([O-])([O-])[O-], [Li+], Nc1cccc(F)c1, O=C(OCc1ccccc1)N1CCC2(CC1)CO2. Product: O=C(OCc1ccccc1)N1CCC(O)(CNc2cccc(F)c2)CC1. Starting materials: O=C1NC2=CC=C(C=C2NC1=O)S(=O)(=O)Cl (1,2,3,4-tetrahydro-2,3-dioxo-6-quinoxalinesulfonyl chloride), [OH-].[NH4+] (ammonium hydroxide). Conditions: time 6 hour. Yields the product O=C1NC2=CC=C(C=C2NC1=O)S(=O)(=O)N (1,2,3,4-tetrahydro-2,3-dioxo-6-quinoxaline sulfonamide). Yield: 15.0%. As a reaction SMILES: [O:1]=[C:2]1[C:11](=[O:12])[NH:10][C:9]2[C:4](=[CH:5][CH:6]=[C:7]([S:13](Cl)(=[O:15])=[O:14])[CH:8]=2)[NH:3]1.[OH-].[NH4+:18]>>[O:1]=[C:2]1[C:11](=[O:12])[NH:10][C:9]2[C:4](=[CH:5][CH:6]=[C:7]([S:13]([NH2:18])(=[O:15])=[O:14])[CH:8]=2)[NH:3]1 |f:1.2|. Reported procedure: A suspension of 5.21 g (0.02 mole) of 1,2,3,4-tetrahydro-2,3-dioxo-6-quinoxalinesulfonyl chloride and 40 ml of 25% ammonium hydroxide is stirred at room temperature for 6 hours. Then it is filtered, the separated material is washed with water and acetone, filtered, dried, dissolved in a slight amount of hot dimethyl sulfoxide, and the product is precipitated from the solution by adding a slight amount of 2-propanol to it. Thus 0.70 g (15%) of 1,2,3,4-tetrahydro-2,3-dioxo-6-quinoxaline sulfonamid... Starting materials: CC=1C=C2CNC(C2=CC1[N+](=O)[O-])=O (5-Methyl-6-nitro-2,3-dihydro-isoindol-1-one). Run in C(C)(=O)OCC (ethyl acetate). Conditions: time 12 hour. The product is NC1=C(C=C2CNC(C2=C1)=O)C (6-Amino-5-methyl-2,3-dihydro-isoindol-1-one). Isolated yield 78.0%. RXN SMILES: [CH3:1][C:2]1[CH:3]=[C:4]2[C:8](=[CH:9][C:10]=1[N+:11]([O-])=O)[C:7](=[O:14])[NH:6][CH2:5]2>C(OCC)(=O)C>[NH2:11][C:10]1[CH:9]=[C:8]2[C:4]([CH2:5][NH:6][C:7]2=[O:14])=[CH:3][C:2]=1[CH3:1]. Reported procedure: 5-Methyl-6-nitro-2,3-dihydro-isoindol-1-one (100.00 mg, 0.52 mmol) was taken up in ethyl acetate in a Paar vessel and flushed with argon. Palladium on carbon (25 mg) was added and the argon atmosphere was replaced with hydrogen at 50 psi. The vessel was shaken for 12 h. The hydrogen was then replaced with argon and the catalyst was removed by filtration through celite. The solvent was removed under reduced pressure to yield 65.8 mg of the desired amine. C9H10N2O MS m/e=163.2 (M+H). Procedure: To an aqueous solution of 1,4,7,10-tetraazacyclododecane (100 g, 580 mmol) and lithium hydroxide (5.2 g, 216 mmol) was added 2,3-dibromosuccinic acid (15.0 g, 54 mmol). After stirring at 60° C. for 3 days, the solution was cooled to ambient temperature and applied on an AG1-X8 anion exchange column [500 mL (OH-form)], the column was washed with water (1 L) and the product was eluted with 1M CH3COOH. Further purification by cation exhange chromatography on a AG5OW-X8 column [100 mL (H+form)] yiel... The yield is 16.2%. Conditions: temperature 60 celsius, time 3 day. The product is N1(CCNCCNCCNCC1)C(C(=O)O)C(C(=O)O)N1CCNCCNCCNCC1 (2,3-Bis(1,4,7,10-tetraazacyclododecan-1-yl)butan-1,4-dioic acid). Reactants: N1CCNCCNCCNCC1 (1,4,7,10-tetraazacyclododecane), [OH-].[Li+] (lithium hydroxide), BrC(C(=O)O)C(C(=O)O)Br (2,3-dibromosuccinic acid). Reaction SMILES: [NH:1]1[CH2:12][CH2:11][NH:10][CH2:9][CH2:8][NH:7][CH2:6][CH2:5][NH:4][CH2:3][CH2:2]1.[OH-].[Li+].Br[CH:16]([CH:20](Br)[C:21]([OH:23])=[O:22])[C:17]([OH:19])=[O:18]>>[N:1]1([CH:16]([CH:20]([N:1]2[CH2:12][CH2:11][NH:10][CH2:9][CH2:8][NH:7][CH2:6][CH2:5][NH:4][CH2:3][CH2:2]2)[C:21]([OH:23])=[O:22])[C:17]([OH:19])=[O:18])[CH2:12][CH2:11][NH:10][CH2:9][CH2:8][NH:7][CH2:6][CH2:5][NH:4][CH2:3][CH2:2]1 |f:1.2|. Reactants: COC(CC1=CC(=CC=C1)OC1=C(C=C(C=C1)Br)C=O)=O ([3-(4-bromo-2-formyl-phenoxy)-phenyl]-acetic acid methyl ester), NC[C@@H](O)C1=CC=CC=C1 ((S)-(+)-2-amino-1-phenylethanol). The product is COC(CC1=CC(=CC=C1)OC1=C(C=C(C=C1)Br)CNC[C@H](C1=CC=CC=C1)O)=O ((3-{4-Bromo-2-[((S)-2-hydroxy-2-phenyl-ethylamino)-methyl]-phenoxy}-phenyl)-acetic acid methyl ester). Reaction SMILES: [CH3:1][O:2][C:3](=[O:21])[CH2:4][C:5]1[CH:10]=[CH:9][CH:8]=[C:7]([O:11][C:12]2[CH:17]=[CH:16][C:15]([Br:18])=[CH:14][C:13]=2[CH:19]=O)[CH:6]=1.[NH2:22][CH2:23][C@H:24]([C:26]1[CH:31]=[CH:30][CH:29]=[CH:28][CH:27]=1)[OH:25]>>[CH3:1][O:2][C:3](=[O:21])[CH2:4][C:5]1[CH:10]=[CH:9][CH:8]=[C:7]([O:11][C:12]2[CH:17]=[CH:16][C:15]([Br:18])=[CH:14][C:13]=2[CH2:19][NH:22][CH2:23][C@@H:24]([OH:25])[C:26]2[CH:31]=[CH:30][CH:29]=[CH:28][CH:27]=2)[CH:6]=1. Procedure details: Prepared according to the procedure described in Example 45, Step 3, using the following starting materials: [3-(4-bromo-2-formyl-phenoxy)-phenyl]-acetic acid methyl ester and (S)-(+)-2-amino-1-phenylethanol. Starting materials: O=C(c1ccccc1)N1CCC(CO)CC1, ClC(Cl)Cl, O, O=S(Cl)Cl. The product is O=C(c1ccccc1)N1CCC(CCl)CC1. RXN SMILES: [C:1]([c:2]1[cH:3][cH:4][cH:5][cH:6][cH:7]1)(=[O:8])[N:9]1[CH2:10][CH2:11][CH:12]([CH2:15][OH:16])[CH2:13][CH2:14]1.[CH:21]([Cl:22])([Cl:23])[Cl:24].[OH2:25].[S:17]([Cl:18])([Cl:19])=[O:20]>>[C:1]([c:2]1[cH:3][cH:4][cH:5][cH:6][cH:7]1)(=[O:8])[N:9]1[CH2:10][CH2:11][CH:12]([CH2:15][Cl:19])[CH2:13][CH2:14]1.